This data is from the Open Reaction Database (ORD), a public repository of structured organic reaction records. The task is: describe an organic reaction: reactants, conditions, products, and yield Starting materials: Cl (Hydrochloric acid), ClC=1C=C2C=C(N(C2=CC1)C1=CC(=CC=C1)C(F)(F)F)C(CCCCCC)NC1=CC=C(C(=O)O)C=C1 (4-[(1-{5-chloro-1-[3-(trifluoromethyl)phenyl]-1H-indol-2-yl}heptyl)amino]benzoic acid), Cl.C(C)N=C=NCCCN(C)C (1-ethyl-3-(3-dimethylaminopropyl)carbodiimide hydrochloride), CNCCC(=O)OCC (ethyl 3-(methylamino)propanoate), O.ON1N=NC2=C1C=CC=C2 (1-hydroxybenzotriazole monohydrate). The solvent is C(C)N(CC)CC (triethylamine), CN(C=O)C (N,N-dimethylformamide). Run at time 3 day. Product: ClC=1C=C2C=C(N(C2=CC1)C1=CC(=CC=C1)C(F)(F)F)C(CCCCCC)NC1=CC=C(C=C1)C(=O)N(CCC(=O)OCC)C (ethyl 3-[({4-[(1-{5-chloro-1-[3-(trifluoromethyl)phenyl]-1H-indol-2-yl}heptyl)amino]phenyl}carbonyl)(methyl)amino]propanoate). The yield is 83.7%. Reaction SMILES: [Cl:1][C:2]1[CH:3]=[C:4]2[C:8](=[CH:9][CH:10]=1)[N:7]([C:11]1[CH:16]=[CH:15][CH:14]=[C:13]([C:17]([F:20])([F:19])[F:18])[CH:12]=1)[C:6]([CH:21]([NH:28][C:29]1[CH:37]=[CH:36][C:32]([C:33](O)=[O:34])=[CH:31][CH:30]=1)[CH2:22][CH2:23][CH2:24][CH2:25][CH2:26][CH3:27])=[CH:5]2.[CH3:38][NH:39][CH2:40][CH2:41][C:42]([O:44][CH2:45][CH3:46])=[O:43].O.ON1C2C=CC=CC=2N=N1.Cl.C(N=C=NCCCN(C)C)C.Cl>CN(C)C=O.C(N(CC)CC)C>[Cl:1][C:2]1[CH:3]=[C:4]2[C:8](=[CH:9][CH:10]=1)[N:7]([C:11]1[CH:16]=[CH:15][CH:14]=[C:13]([C:17]([F:20])([F:19])[F:18])[CH:12]=1)[C:6]([CH:21]([NH:28][C:29]1[CH:30]=[CH:31][C:32]([C:33]([N:39]([CH3:38])[CH2:40][CH2:41][C:42]([O:44][CH2:45][CH3:46])=[O:43])=[O:34])=[CH:36][CH:37]=1)[CH2:22][CH2:23][CH2:24][CH2:25][CH2:26][CH3:27])=[CH:5]2 |f:2.3,4.5|. Procedure: To a mixture of 4-[(1-{5-chloro-1-[3-(trifluoromethyl)phenyl]-1H-indol-2-yl}heptyl)amino]benzoic acid (250 mg) synthesized in Example A106(5), ethyl 3-(methylamino)propanoate (93.1 mg), 1-hydroxybenzotriazole monohydrate (109 mg), triethylamine (198 μL) and N,N-dimethylformamide (10 mL) was added 1-ethyl-3-(3-dimethylaminopropyl)carbodiimide hydrochloride (136 mg), and the mixture was stirred at room temperature for 3 days. 1N Hydrochloric acid was added to quench the reaction, and the mixture w... The reactants are [OH-].[Na+] (sodium hydroxide), OO (hydrogen peroxide), O1C(CCCC1)OC(COCC1=CCCCO1)CCCCCCOC1OCCCC1 (6-[2,8-bis(tetrahydropyran-2-yloxy)octyloxymethyl]-3,4-dihydro-2H-pyran). The solvent is O (water), O1CCCC1 (tetrahydrofuran). Run at time 4.5 hour. Yields the product O1C(CCCC1)OC(COC[C@@H]1OCCC[C@H]1O)CCCCCCOC1OCCCC1 (trans-2-[2,8-Bis(tetrahydropyran-2-yloxy)octyloxymethyl]tetrahydropyran-3-ol). RXN SMILES: [O:1]1[CH2:6][CH2:5][CH2:4][CH2:3][CH:2]1[O:7][CH:8]([CH2:18][CH2:19][CH2:20][CH2:21][CH2:22][CH2:23][O:24][CH:25]1[CH2:30][CH2:29][CH2:28][CH2:27][O:26]1)[CH2:9][O:10][CH2:11][C:12]1[O:17][CH2:16][CH2:15][CH2:14][CH:13]=1.[OH-:31].[Na+].OO>O1CCCC1.O>[O:1]1[CH2:6][CH2:5][CH2:4][CH2:3][CH:2]1[O:7][CH:8]([CH2:18][CH2:19][CH2:20][CH2:21][CH2:22][CH2:23][O:24][CH:25]1[CH2:30][CH2:29][CH2:28][CH2:27][O:26]1)[CH2:9][O:10][CH2:11][C@H:12]1[C@H:13]([OH:31])[CH2:14][CH2:15][CH2:16][O:17]1 |f:1.2|. Reported procedure: 1.46 ml of a 1M borane-tetrahydrofuran complex was added dropwise, whist ice-cooling, to a solution of 0.934 g of 6-[2,8-bis(tetrahydropyran-2-yloxy)octyloxymethyl]-3,4-dihydro-2H-pyran (prepared as described in Preparation 73) in 3 ml of tetrahydrofuran. The mixture was then stirred at room temperature for 4.5 hours. At the end of this time, 0.80 ml of a 10% w/v aqueous solution of sodium hydroxide and 0.60 ml of a 30% v/v aqueous solution of hydrogen peroxide were added, in turn, to the mixtur... The reactants are CNC (dimethylamine), OC=1C=C(C=CC1)N=C=S (meta-hydroxyphenyl isothiocyanate), C(C)(C)(C)NC([O-])=O (tert-butylcarbamate). Procedure details: 1-(meta-hydroxyphenyl)-3,3-dimethyl-2-thiourea, tertbutylcarbamate is prepared by charging to a suitable vessel about 25 g. (approximately 0.1 mole) meta-hydroxyphenyl isothiocyanate, tert-butylcarbamate dissolved in about 150 ml. of methanol, and adding, with stirring about 154 g. (approximately 0.12 moles) of 40 percent aqueous dimethylamine mixed with about 50 ml. of methanol in a single increment. The mass quickly solidifies as the temperature rises from about room temperature to about 60°C.... Reaction conditions: temperature 15 celsius. As a reaction SMILES: [OH:1][C:2]1[CH:3]=[C:4]([N:8]=[C:9]=[S:10])[CH:5]=[CH:6][CH:7]=1.[C:11]([NH:15][C:16](=[O:18])[O-:17])([CH3:14])([CH3:13])[CH3:12].CNC>CO>[OH:1][C:2]1[CH:3]=[C:4]([NH:8][C:9]([N:15]([CH3:16])[CH3:11])=[S:10])[CH:5]=[CH:6][CH:7]=1.[C:11]([NH:15][C:16](=[O:17])[O-:18])([CH3:14])([CH3:13])[CH3:12]. Solvent: CO (methanol), CO (methanol). The product is OC=1C=C(C=CC1)NC(=S)N(C)C (1-(meta-hydroxyphenyl)-3,3-dimethyl-2-thiourea), C(C)(C)(C)NC([O-])=O (tertbutylcarbamate). The reactants are OC[C@@H]1NCCCC1 ((R)-2-hydroxymethylpiperidine), S(C)(=O)(=O)OCCC1=CC2=C(C=C1)OCO2 (3,4-methylenedioxyphenethyl mesylate), C([O-])([O-])=O.[Na+].[Na+] (sodium carbonate), [I-].[Na+] (sodium iodide). Solvent: C(C)#N (acetonitrile). Reaction conditions: temperature 90 celsius. Yields the product OC[C@@H]1N(CCCC1)CCC1=CC2=C(C=C1)OCO2 ((R)-2-hydroxymethyl-1-(3,4-methylenedioxyphenethyl)piperidine), oil. The yield is 56.0%. Reaction SMILES: [OH:1][CH2:2][C@H:3]1[CH2:8][CH2:7][CH2:6][CH2:5][NH:4]1.S(O[CH2:14][CH2:15][C:16]1[CH:21]=[CH:20][C:19]2[O:22][CH2:23][O:24][C:18]=2[CH:17]=1)(=O)(=O)C.C(=O)([O-])[O-].[Na+].[Na+].[I-].[Na+]>C(#N)C>[OH:1][CH2:2][C@H:3]1[CH2:8][CH2:7][CH2:6][CH2:5][N:4]1[CH2:14][CH2:15][C:16]1[CH:21]=[CH:20][C:19]2[O:22][CH2:23][O:24][C:18]=2[CH:17]=1 |f:2.3.4,5.6|. Procedure: (R)-2-hydroxymethylpiperidine (288 mg, 2.50 mmol), 3,4-methylenedioxyphenethyl mesylate (732 mg, 3.00 mmol), sodium carbonate (320 mg, 3.00 mmol) and sodium iodide (30 mg, 0.20 mmol) were added to acetonitrile (25 ml), and they were heated under reflux at 90° C. for 10 hours. The solvent was evaporated under reduced pressure. The residue was distributed in ethyl acetate and saturated aqueous sodium hydrogencarbonate solution. The organic layer was washed with water and dried over magnesium sulfa... Reactants: CCn1c(C)nc2cc(Sc3cccc4cnccc34)c([N+](=O)[O-])cc21, [Na+], [OH-], O, O=S(=O)(O)O. Yields the product CCn1c(C)nc2cc(S(=O)(=O)c3cccc4cnccc34)c([N+](=O)[O-])cc21. Reaction SMILES: [CH2:1]([CH3:2])[n:3]1[c:4]([CH3:26])[n:5][c:6]2[c:7]1[cH:8][c:9]([N+:23](=[O:24])[O-:25])[c:10]([S:12][c:13]1[c:14]3[cH:15][cH:16][n:17][cH:18][c:19]3[cH:20][cH:21][cH:22]1)[cH:11]2.[Na+:29].[OH-:28].[OH2:27].[S:30](=[O:31])(=[O:32])([OH:33])[OH:34]>>[CH2:1]([CH3:2])[n:3]1[c:4]([CH3:26])[n:5][c:6]2[c:7]1[cH:8][c:9]([N+:23](=[O:24])[O-:25])[c:10]([S:12]([c:13]1[c:14]3[cH:15][cH:16][n:17][cH:18][c:19]3[cH:20][cH:21][cH:22]1)(=[O:27])=[O:28])[cH:11]2. Starting materials: C(C1=CC=CC=C1)(=O)N=C=S (benzoyl isothiocyanate), NC=1SC=C(N1)C=C1C(N(C(S1)=S)CC(=O)O)=O (5-(2-aminothiazol-4-ylmethylene)rhodanine-3-acetic acid), C(C)(=O)OCC (ethyl acetate). Run in CN(C=O)C (dimethylformamide). Conditions: time 6 hour. Product: C(C1=CC=CC=C1)(=O)NC(NC=1SC=C(N1)C=C1C(N(C(S1)=S)CC(=O)O)=O)=S (5-[2-(3-Benzoylthioureido)thiazol-4-ylmethylene]rhodanine-3-acetic acid). As a reaction SMILES: [C:1]([N:9]=[C:10]=[S:11])(=[O:8])[C:2]1[CH:7]=[CH:6][CH:5]=[CH:4][CH:3]=1.[NH2:12][C:13]1[S:14][CH:15]=[C:16]([CH:18]=[C:19]2[S:23][C:22](=[S:24])[N:21]([CH2:25][C:26]([OH:28])=[O:27])[C:20]2=[O:29])[N:17]=1.C(OCC)(=O)C>CN(C)C=O>[C:1]([NH:9][C:10](=[S:11])[NH:12][C:13]1[S:14][CH:15]=[C:16]([CH:18]=[C:19]2[S:23][C:22](=[S:24])[N:21]([CH2:25][C:26]([OH:28])=[O:27])[C:20]2=[O:29])[N:17]=1)(=[O:8])[C:2]1[CH:7]=[CH:6][CH:5]=[CH:4][CH:3]=1. Reported procedure: 2.6 g of benzoyl isothiocyanate were added dropwise, at room temperature, to a solution of 4 g of 5-(2-aminothiazol-4-ylmethylene)rhodanine-3-acetic acid in 70 ml of dimethylformamide. The reaction mixture was stirred at room temperature for 6 hours. then ethyl acetate was added and precipitated solids were filtered off. The ethyl acetate solution was washed with water and concentrated under reduced pressure, and the crystalline solid thus obtained was separated by filtration and recrystallized ... Starting materials: ClCCl, COCOc1ccc(C2(C)COc3cc(OCOC)ccc3C2CCCCCCCCCO)cc1, Cc1ccc(S(=O)(=O)Cl)cc1, c1ccncc1. Product: COCOc1ccc(C2(C)COc3cc(OCOC)ccc3C2CCCCCCCCCOS(=O)(=O)c2ccc(C)cc2)cc1. As a reaction SMILES: [Cl:36][CH2:37][Cl:38].[OH:1][CH2:2][CH2:3][CH2:4][CH2:5][CH2:6][CH2:7][CH2:8][CH2:9][CH2:10][CH:11]1[C:12]([CH3:25])([c:26]2[cH:27][cH:28][c:29]([O:32][CH2:33][O:34][CH3:35])[cH:30][cH:31]2)[CH2:13][O:14][c:15]2[c:16]1[cH:17][cH:18][c:19]([O:21][CH2:22][O:23][CH3:24])[cH:20]2.[c:39]1([CH3:49])[cH:40][cH:41][c:42]([S:45](=[O:46])(=[O:47])[Cl:48])[cH:43][cH:44]1.[cH:50]1[cH:51][cH:52][n:53][cH:54][cH:55]1>>[O:1]([CH2:2][CH2:3][CH2:4][CH2:5][CH2:6][CH2:7][CH2:8][CH2:9][CH2:10][CH:11]1[C:12]([CH3:25])([c:26]2[cH:27][cH:28][c:29]([O:32][CH2:33][O:34][CH3:35])[cH:30][cH:31]2)[CH2:13][O:14][c:15]2[c:16]1[cH:17][cH:18][c:19]([O:21][CH2:22][O:23][CH3:24])[cH:20]2)[S:45]([c:42]1[cH:41][cH:40][c:39]([CH3:49])[cH:44][cH:43]1)(=[O:46])=[O:47]. Reactants: CC1=C(C(=NO1)C1=CC(=CC=C1)C(F)(F)F)C(=O)O (5-methyl-3-(3-(trifluoromethyl)phenyl)isoxazol-4-carboxylic acid), N1(CCNCC1)C1=C(C=CC=C1)O (2-(piperazine-1-yl)phenol), Cl.C(C)N=C=NCCCN(C)C (1-ethyl-3-(dimethylaminopropyl)carbodiimide hydrochloride), OC1=CC=CC=2NN=NC21 (hydroxybenzotriazole). Yields the product OC1=C(C=CC=C1)N1CCN(CC1)C(=O)C=1C(=NOC1C)C1=CC(=CC=C1)C(F)(F)F ((4-(2-hydroxyphenyl)piperazine-1-yl)(5-methyl-3-(3-(trifluoromethyl)phenyl)isoxazol-4-yl)methanone). Isolated yield 58.7%. RXN SMILES: [CH3:1][C:2]1[O:6][N:5]=[C:4]([C:7]2[CH:12]=[CH:11][CH:10]=[C:9]([C:13]([F:16])([F:15])[F:14])[CH:8]=2)[C:3]=1[C:17]([OH:19])=O.Cl.C(N=C=NCCCN(C)C)C.OC1C2N=NNC=2C=CC=1.[N:42]1([C:48]2[CH:53]=[CH:52][CH:51]=[CH:50][C:49]=2[OH:54])[CH2:47][CH2:46][NH:45][CH2:44][CH2:43]1>>[OH:54][C:49]1[CH:50]=[CH:51][CH:52]=[CH:53][C:48]=1[N:42]1[CH2:47][CH2:46][N:45]([C:17]([C:3]2[C:4]([C:7]3[CH:12]=[CH:11][CH:10]=[C:9]([C:13]([F:14])([F:15])[F:16])[CH:8]=3)=[N:5][O:6][C:2]=2[CH3:1])=[O:19])[CH2:44][CH2:43]1 |f:1.2|. Procedure details: In a similar manner as described in Example 1, by using dimethylformimide (15 mL), 5-methyl-3-(3-(trifluoromethyl)phenyl)isoxazol-4-carboxylic acid (500 mg, 1.84 mmol), 1-ethyl-3-(dimethylaminopropyl)carbodiimide hydrochloride (388 mg, 2.02 mmol), hydroxybenzotriazole (299 mg, 2.21 mmol) and 2-(piperazine-1-yl)phenol (328 mg, 1.84 mmol), a white solid required compound (466 mg, 1.08 mmol, 59%) was obtained. Starting materials: BrC1=C(N(N=C1)C(C)C)C=1C=C(C=CC1OC)N (3-(4-bromo-2-isopropyl-2H-pyrazol-3-yl)-4-methoxy-phenylamine), FC=1C=C(C=CC1F)N=C=O (3,4-difluoro phenyl isocyanate). The solvent is C(Cl)Cl (CH2Cl2). Conditions: time 8 hour. Product: BrC1=C(N(N=C1)C(C)C)C=1C=C(C=CC1OC)NC(=O)NC1=CC(=C(C=C1)F)F (1-[3-(4-Bromo-2-isopropyl-2H-pyrazol-3-yl)-4-methoxy-phenyl]-3-(3,4-difluoro-phenyl)-urea). Yield: 80.0%. Reaction SMILES: [Br:1][C:2]1[CH:6]=[N:5][N:4]([CH:7]([CH3:9])[CH3:8])[C:3]=1[C:10]1[CH:11]=[C:12]([NH2:18])[CH:13]=[CH:14][C:15]=1[O:16][CH3:17].[F:19][C:20]1[CH:21]=[C:22]([N:27]=[C:28]=[O:29])[CH:23]=[CH:24][C:25]=1[F:26]>C(Cl)Cl>[Br:1][C:2]1[CH:6]=[N:5][N:4]([CH:7]([CH3:9])[CH3:8])[C:3]=1[C:10]1[CH:11]=[C:12]([NH:18][C:28]([NH:27][C:22]2[CH:23]=[CH:24][C:25]([F:26])=[C:20]([F:19])[CH:21]=2)=[O:29])[CH:13]=[CH:14][C:15]=1[O:16][CH3:17]. Reported procedure: To a solution of 3-(4-bromo-2-isopropyl-2H-pyrazol-3-yl)-4-methoxy-phenylamine (0.08 g, 0.258 mmol) in CH2Cl2, was added 3,4-difluoro phenyl isocyanate (0.041 g, 0.263 mmol) and stirred overnight. The resulting precipitate was filtered and washed with methylene chloride/hexane (1:1), and dried in vacuo to yield Compound 51 as a colorless solid (0.096 g, 80%). LCMS m/z (%)=467 M+H+ (81Br, 88), 465, M+H+ (79Br, 95), 1H NMR (400 MHz, DMSO-d6) δ: 8.816 (bs, 1H), 8.68 (bs, 1H), 7.5 (s, 1H), 7.412 (d,... Starting materials: F[C@@H]1CO[C@@H](CC[C@H]1NC(OC(C)(C)C)=O)C1=C(C=NN1C)[N+](=O)[O-] (tert-butyl ((3S,4R,7S)-3-fluoro-7-(1-methyl-4-nitro-1H-pyrazol-5-yl)oxepan-4-yl)carbamate), F[C@@H]1CO[C@@H](CC[C@H]1NC(OC(C)(C)C)=O)C1=C(C=NN1C)[N+](=O)[O-] (tert-butyl ((3S,4R,7S)-3-fluoro-7-(1-methyl-4-nitro-1H-pyrazol-5-yl)oxepan-4-yl)carbamate), FC1=C(C(=CC(=C1)OC)F)C1=C(C=CC(=N1)C(=O)O)F (6-(2,6-difluoro-4-methoxyphenyl)-5-fluoropicolinic acid). The product is N[C@@H]1CC[C@H](OC[C@H]1F)C1=C(C=NN1C)NC(C1=NC(=C(C=C1)F)C1=C(C=C(C=C1F)OC)F)=O (N-(5-((2S,5R,6S)-5-amino-6-fluorooxepan-2-yl)-1-methyl-1H-pyrazol-4-yl)-6-(2,6-difluoro-4-methoxyphenyl)-5-fluoropicolinamide). As a reaction SMILES: [F:1][C@H:2]1[C@H:8]([NH:9]C(=O)OC(C)(C)C)[CH2:7][CH2:6][C@@H:5]([C:17]2[N:21]([CH3:22])[N:20]=[CH:19][C:18]=2[N+:23]([O-])=O)[O:4][CH2:3]1.[F:26][C:27]1[CH:32]=[C:31]([O:33][CH3:34])[CH:30]=[C:29]([F:35])[C:28]=1[C:36]1[N:41]=[C:40]([C:42](O)=[O:43])[CH:39]=[CH:38][C:37]=1[F:45]>>[NH2:9][C@H:8]1[C@H:2]([F:1])[CH2:3][O:4][C@H:5]([C:17]2[N:21]([CH3:22])[N:20]=[CH:19][C:18]=2[NH:23][C:42](=[O:43])[C:40]2[CH:39]=[CH:38][C:37]([F:45])=[C:36]([C:28]3[C:29]([F:35])=[CH:30][C:31]([O:33][CH3:34])=[CH:32][C:27]=3[F:26])[N:41]=2)[CH2:6][CH2:7]1. Procedure: Following the procedure for Example 111 starting from tert-butyl ((3S,4R,7S)-3-fluoro-7-(1-methyl-4-nitro-1H-pyrazol-5-yl)oxepan-4-yl)carbamate (Intermediate 80), and replacing 5-((tert-butoxycarbonyl)amino)-2-(2,6-difluorophenyl)thiazole-4-carboxylic acid with 6-(2,6-difluoro-4-methoxyphenyl)-5-fluoropicolinic acid (see US2012/225062) gave 201. 1H NMR (400 MHz, DMSO-d6) δ 10.20 (s, 1H), 8.26 (dd, J=8.7, 4.0 Hz, 1H), 8.11 (t, J=8.9 Hz, 1H), 7.90 (s, 1H), 6.94 (d, J=10.2 Hz, 2H), 4.82 (dd, J=10.4...